Dataset: the Open Reaction Database (ORD), a public repository of structured organic reaction records. Task: describe an organic reaction: reactants, conditions, products, and yield The reactants are C(C(C)C)=O (Isobutyraldehyde), CC1=C(C=CC(=C1)C)N ((2,4-dimethylphenyl)amine), C(C)(=O)O[BH-](OC(C)=O)OC(C)=O.[Na+] (sodium triacetoxy borohydride). Run in O1CCCC1 (Tetrahydrofuran). Reaction conditions: time 18 hour. Product: CC1=C(C=CC(=C1)C)NCC(C)C ((2,4-dimethylphenyl)(2-methylpropyl)amine). Reaction SMILES: [CH:1](=O)[CH:2]([CH3:4])[CH3:3].[CH3:6][C:7]1[CH:12]=[C:11]([CH3:13])[CH:10]=[CH:9][C:8]=1[NH2:14].C(O[BH-](OC(=O)C)OC(=O)C)(=O)C.[Na+]>O1CCCC1>[CH3:6][C:7]1[CH:12]=[C:11]([CH3:13])[CH:10]=[CH:9][C:8]=1[NH:14][CH2:1][CH:2]([CH3:4])[CH3:3] |f:2.3|. Procedure details: Isobutyraldehyde (5 mL, 55.1 mmol) was added to (2,4-dimethylphenyl)amine (7.01 g, 57.8 mmol) in Tetrahydrofuran (50 mL) to give a brown solution. The solution was stirred for 20 mins at room temperature before sodium triacetoxy borohydride (16.34 g, 77 mmol) was added. The reaction mixture was stirred at room temperature for 18 hours and the reaction was analysed by LCMS to confirm conversion to the desired product. The solution was diluted with ethyl acetate (100 mL) and the organic phase wash... The reactants are CN=C=O, CC(CN)Oc1cccc2ncnc(Nc3ccc(OCc4ccccn4)c(Cl)c3)c12. Yields the product CNC(=O)NCC(C)Oc1cccc2ncnc(Nc3ccc(OCc4ccccn4)c(Cl)c3)c12. As a reaction SMILES: [CH3:1][N:2]=[C:3]=[O:4].[NH2:5][CH2:6][CH:7]([O:8][c:9]1[c:10]2[c:11]([NH:19][c:20]3[cH:21][c:22]([Cl:34])[c:23]([O:26][CH2:27][c:28]4[n:29][cH:30][cH:31][cH:32][cH:33]4)[cH:24][cH:25]3)[n:12][cH:13][n:14][c:15]2[cH:16][cH:17][cH:18]1)[CH3:35]>>[CH3:1][NH:2][C:3](=[O:4])[NH:5][CH2:6][CH:7]([O:8][c:9]1[c:10]2[c:11]([NH:19][c:20]3[cH:21][c:22]([Cl:34])[c:23]([O:26][CH2:27][c:28]4[n:29][cH:30][cH:31][cH:32][cH:33]4)[cH:24][cH:25]3)[n:12][cH:13][n:14][c:15]2[cH:16][cH:17][cH:18]1)[CH3:35]. Reactants: C(C1=CC=CC=C1)N1CCC2(CCN(C3=CC=CC=C23)C(=O)N(C)C)CC1 (1-benzyl-N,N-dimethyl-2′,3′-dihydro-1′H-spiro[piperidine-4,4′-quinoline]-1′-carboxamide). Solvent: C(C)O (ethanol). Run at temperature 45 celsius. The product is CN(C(=O)N1CCC2(C3=CC=CC=C13)CCNCC2)C (N,N-dimethyl-2′,3′-dihydro-1′H-spiro[piperidine-4,4′-quinoline]-1′-carboxamide). Reaction SMILES: C([N:8]1[CH2:27][CH2:26][C:11]2([C:20]3[C:15](=[CH:16][CH:17]=[CH:18][CH:19]=3)[N:14]([C:21]([N:23]([CH3:25])[CH3:24])=[O:22])[CH2:13][CH2:12]2)[CH2:10][CH2:9]1)C1C=CC=CC=1>C(O)C>[CH3:24][N:23]([CH3:25])[C:21]([N:14]1[C:15]2[C:20](=[CH:19][CH:18]=[CH:17][CH:16]=2)[C:11]2([CH2:26][CH2:27][NH:8][CH2:9][CH2:10]2)[CH2:12][CH2:13]1)=[O:22]. Procedure: The crude 1-benzyl-N,N-dimethyl-2′,3′-dihydro-1′H-spiro[piperidine-4,4′-quinoline]-1′-carboxamide 2ab (3.1 g, 8.01 mmol) was dissolved in 30 mL absolute ethanol, flushed with nitrogen, and treated with 500 mg of 10% Pd/C. The flask was flushed with nitrogen then fitted with an H2 balloon. The rapidly stirring solution was heated to 45° C. overnight. The reaction was filtered through Celite and concentrated to yield N,N-dimethyl-2′,3′-dihydro-1′H-spiro[piperidine-4,4′-quinoline]-1′-carboxamide 2a... Starting materials: O=C1N(C(C2=CC=CC=C12)=O)CCC1=CC(=NN1C)C#N (5-[2-(1,3-dioxo-1,3-dihydro-2H-isoindol-2-yl)ethyl]-1-methyl-1H-pyrazole-3-carbonitrile), C(C)(=O)[O-].[K+] (potassium acetate), S(=O)(O)[O-].[Na+] (sodium hydrogensulfite), BrBr (bromine). Solvent: C(C)(=O)O (acetic acid), ClCCl (dichloromethane), O (Water). Run at time 8 hour. Product: BrC=1C(=NN(C1CCN1C(C2=CC=CC=C2C1=O)=O)C)C#N (4-bromo-5-[2-(1,3-dioxo-1,3-dihydro-2H-isoindol-2-yl)ethyl]-1-methyl-1H-pyrazole-3-carbonitrile). Isolated yield 84.1%. RXN SMILES: [O:1]=[C:2]1[C:10]2[C:5](=[CH:6][CH:7]=[CH:8][CH:9]=2)[C:4](=[O:11])[N:3]1[CH2:12][CH2:13][C:14]1[N:18]([CH3:19])[N:17]=[C:16]([C:20]#[N:21])[CH:15]=1.C([O-])(=O)C.[K+].[Br:27]Br.S([O-])(O)=O.[Na+]>C(O)(=O)C.ClCCl.O>[Br:27][C:15]1[C:16]([C:20]#[N:21])=[N:17][N:18]([CH3:19])[C:14]=1[CH2:13][CH2:12][N:3]1[C:2](=[O:1])[C:10]2[C:5](=[CH:6][CH:7]=[CH:8][CH:9]=2)[C:4]1=[O:11] |f:1.2,4.5|. Procedure: To a mixture of 5-[2-(1,3-dioxo-1,3-dihydro-2H-isoindol-2-yl)ethyl]-1-methyl-1H-pyrazole-3-carbonitrile (8.50 g, 30.3 mmol) and potassium acetate (4.50 g, 45.5 mmol) in acetic acid (40 mL) and dichloromethane (120 mL) was slowly added bromine (6.79 g, 42.5 mmol). The mixture was stirred overnight. Saturated aqueous sodium hydrogensulfite was added until the mixture became colorless, then the mixture was concentrated under reduced pressure to form a slurry. Water (200 mL) was added to the slurry ... Reactants: COc1ccc2nccc(C(O)CBr)c2n1, O=C([O-])[O-], CO, [K+], [K+]. Yields the product COc1ccc2nccc(C3CO3)c2n1. RXN SMILES: [Br:1][CH2:2][CH:3]([OH:4])[c:5]1[cH:6][cH:7][n:8][c:9]2[cH:10][cH:11][c:12]([O:15][CH3:16])[n:13][c:14]12.[C:17](=[O:18])([O-:19])[O-:20].[CH3:23][OH:24].[K+:21].[K+:22]>>[CH2:2]1[CH:3]([c:5]2[cH:6][cH:7][n:8][c:9]3[cH:10][cH:11][c:12]([O:15][CH3:16])[n:13][c:14]23)[O:4]1. The reactants are O1N=C(C2=C1C=CC=C2)NC2=CC=C(C=C2)B2OC(C(O2)(C)C)(C)C (N-benzo[d]isoxazol-3-yl-N-[4-(4,4,5,5-tetramethyl-1,3,2-dioxaborolan-2-yl)phenyl]amine), NC1=C2C(=NC=N1)N(N=C2I)C2CCN(CC2)C(=O)OC(C)(C)C (tert-butyl 4-(4-amino-3-iodo-1H-pyrazolo[3,4-d]pyrimidin-1-yl)-1-piperidinecarboxylate), tetrakis-(triphenylphosphine)palladium, C([O-])([O-])=O.[Na+].[Na+] (sodium carbonate). The solvent is COCCOC (ethylene glycol dimethyl ether), O (water). The product is NC1=C2C(=NC=N1)N(N=C2C2=CC=C(C=C2)NC2=NOC1=C2C=CC=C1)C1CCN(CC1)C(=O)OC(C)(C)C (tert-butyl 4-{4-amino-3-[4-(benzo[d]isoxazol-3-ylamino)phenyl]-1H-pyrazolo[3,4-d]pyrimidin-1-yl}-1-piperidinecarboxylate). As a reaction SMILES: [O:1]1[C:5]2[CH:6]=[CH:7][CH:8]=[CH:9][C:4]=2[C:3]([NH:10][C:11]2[CH:16]=[CH:15][C:14](B3OC(C)(C)C(C)(C)O3)=[CH:13][CH:12]=2)=[N:2]1.[NH2:26][C:27]1[N:32]=[CH:31][N:30]=[C:29]2[N:33]([CH:37]3[CH2:42][CH2:41][N:40]([C:43]([O:45][C:46]([CH3:49])([CH3:48])[CH3:47])=[O:44])[CH2:39][CH2:38]3)[N:34]=[C:35](I)[C:28]=12.C(=O)([O-])[O-].[Na+].[Na+]>COCCOC.O>[NH2:26][C:27]1[N:32]=[CH:31][N:30]=[C:29]2[N:33]([CH:37]3[CH2:42][CH2:41][N:40]([C:43]([O:45][C:46]([CH3:49])([CH3:48])[CH3:47])=[O:44])[CH2:39][CH2:38]3)[N:34]=[C:35]([C:14]3[CH:13]=[CH:12][C:11]([NH:10][C:3]4[C:4]5[CH:9]=[CH:8][CH:7]=[CH:6][C:5]=5[O:1][N:2]=4)=[CH:16][CH:15]=3)[C:28]=12 |f:2.3.4|. Procedure details: A mixture of N-benzo[d]isoxazol-3-yl-N-[4-(4,4,5,5-tetramethyl-1,3,2-dioxaborolan-2-yl)phenyl]amine (0.087 g, 0.000258 mol), tert-butyl 4-(4-amino-3-iodo-1H-pyrazolo[3,4-d]pyrimidin-1-yl)-1-piperidinecarboxylate (0.088 g, 0.000198 mol), tetrakis-(triphenylphosphine)palladium (0.014 g, 0.000012 mol) and sodium carbonate (0.053 g, 0.000495 mol) was heated in a mixture of ethylene glycol dimethyl ether (4 mL) and water (2 mL) at 80° C. for 16 hours under an atmosphere of nitrogen. The mixture was a... Starting materials: ClC=1C=C(C=CC1O)C(C(C)NC(OCC)=O)=O (ethyl N-[2-(3-chloro-4-hydroxyphenyl)-1-methyl-2-oxoethyl]carbamate), [H-].[Na+] (sodium hydride), ClCC(=O)NCCC1=CC(=C(C=C1)OC)OC (α-chloro-N-[2-(3,4-dimethoxyphenyl)ethyl]acetamide). Solvent: CN(C=O)C (dimethylformamide), CN(C=O)C (dimethylformamide). Reaction conditions: time 1 hour. Product: COC=1C=C(C=CC1OC)CCNC(COC1=C(C=C(C=C1)C(C(C)NC(=O)OCC)=O)Cl)=O (N-[2-(3,4-Dimethoxyphenyl)ethyl]-α-{2-chloro-4-[2-(ethoxycarbonylamino)propionyl]phenoxy}acetamide). The yield is 61.1%. RXN SMILES: [Cl:1][C:2]1[CH:3]=[C:4]([C:9](=[O:18])[CH:10]([NH:12][C:13](=[O:17])[O:14][CH2:15][CH3:16])[CH3:11])[CH:5]=[CH:6][C:7]=1[OH:8].[H-].[Na+].Cl[CH2:22][C:23]([NH:25][CH2:26][CH2:27][C:28]1[CH:33]=[CH:32][C:31]([O:34][CH3:35])=[C:30]([O:36][CH3:37])[CH:29]=1)=[O:24]>CN(C)C=O>[CH3:37][O:36][C:30]1[CH:29]=[C:28]([CH2:27][CH2:26][NH:25][C:23](=[O:24])[CH2:22][O:8][C:7]2[CH:6]=[CH:5][C:4]([C:9](=[O:18])[CH:10]([NH:12][C:13]([O:14][CH2:15][CH3:16])=[O:17])[CH3:11])=[CH:3][C:2]=2[Cl:1])[CH:33]=[CH:32][C:31]=1[O:34][CH3:35] |f:1.2|. Reported procedure: 505 mg of ethyl N-[2-(3-chloro-4-hydroxyphenyl)-1-methyl-2-oxoethyl]carbamate [prepared as described in step (b) above] were added to a suspension of 81 mg of sodium hydride (as a 55% w/w suspension in mineral oil) in 6 ml of anhydrous dimethylformamide, whilst ice-cooling. The mixture was then stirred at room temperature for 1 hour. The suspension was then cooled, and 476 mg of α-chloro-N-[2-(3,4-dimethoxyphenyl)ethyl]acetamide (prepared as described in Preparation 1) were added thereto. The mi... Reactants: ClC1=NN=C(C2=C1C=C1CCCCN21)C (1-chloro-4-methyl-6,7,8,9-tetrahydropyridazino[4,5-b]indolizine), C12CN(CC(CC1)CC2)CCCN (3-(3-azabicyclo[3.2.2]non-3-yl)propylamine). The product is C12CN(CC(CC1)CC2)CCCNC=2N=NC(=C1C2C=C2CCCCN12)C (N-[3-(3-Azabicyclo[3.2.2]non-3-yl)propyl]-6,7,8,9-tetrahydro-4-(methyl)pyridazino[4,5-b]indolizin-1-amine). RXN SMILES: Cl[C:2]1[C:7]2[CH:8]=[C:9]3[N:14]([C:6]=2[C:5]([CH3:15])=[N:4][N:3]=1)[CH2:13][CH2:12][CH2:11][CH2:10]3.[CH:16]12[CH2:24][CH2:23][CH:20]([CH2:21][CH2:22]1)[CH2:19][N:18]([CH2:25][CH2:26][CH2:27][NH2:28])[CH2:17]2>>[CH:20]12[CH2:23][CH2:24][CH:16]([CH2:22][CH2:21]1)[CH2:17][N:18]([CH2:25][CH2:26][CH2:27][NH:28][C:2]1[N:3]=[N:4][C:5]([CH3:15])=[C:6]3[N:14]4[C:9]([CH2:10][CH2:11][CH2:12][CH2:13]4)=[CH:8][C:7]=13)[CH2:19]2. Reported procedure: Following the procedure in Example 9, compound XII was allowed to react with 3-(3-azabicyclo[3.2.2]non-3-yl)propylamine to give the title compound which was converted to the dihydrochloride salt: m.p.278°-279° C. Reactants: [H-].[Al+3].[Li+].[H-].[H-].[H-] (lithium aluminum hydride), O (water), [OH-].[Na+] (sodium hydroxide), O (water), CC1(COC2(CCC(=O)CC2)OC1)C (1,4-cyclohexanedione mono-2,2-dimethyltrimethylene ketal). The solvent is O1CCCC1 (tetrahydrofuran), O1CCCC1 (tetrahydrofuran). Run at time 3 hour. Product: CC1(COC2(OC1)CCC(CC2)O)C (3,3-dimethyl-1,5-dioxaspiro[5.5]undecan-9-ol). The yield is 91.2%. RXN SMILES: [H-].[Al+3].[Li+].[H-].[H-].[H-].[CH3:7][C:8]1([CH3:20])[CH2:19][O:18][C:11]2([CH2:17][CH2:16][C:14](=[O:15])[CH2:13][CH2:12]2)[O:10][CH2:9]1.O.[OH-].[Na+]>O1CCCC1>[CH3:7][C:8]1([CH3:20])[CH2:9][O:10][C:11]2([CH2:12][CH2:13][CH:14]([OH:15])[CH2:16][CH2:17]2)[O:18][CH2:19]1 |f:0.1.2.3.4.5,8.9|. Procedure: To the suspension of lithium aluminum hydride (748 mg, 19.7 mmol) in tetrahydrofuran (40 ml), a tetrahydrofuran solution of 1,4-cyclohexanedione mono-2,2-dimethyltrimethylene ketal (3.9 g, 19.7 mmol) was added at 0° C. The mixture was stirred at room temperature for 3 hours. After water (0.7 ml), a 5N aqueous sodium hydroxide solution (0.7 ml), and water (2.1 ml) were sequentially added at 0° C. to the mixture, the mixture was dried over sodium sulfate, filtrated, concentrated under reduced pres... The reactants are Clc1ncc(Br)cn1, Sc1ccccc1. Yields the product Brc1cnc(Sc2ccccc2)nc1. As a reaction SMILES: [Cl:1][c:2]1[n:3][cH:4][c:5]([Br:8])[cH:6][n:7]1.[SH:9][c:10]1[cH:11][cH:12][cH:13][cH:14][cH:15]1>>[c:2]1([S:9][c:10]2[cH:11][cH:12][cH:13][cH:14][cH:15]2)[n:3][cH:4][c:5]([Br:8])[cH:6][n:7]1.